From a dataset of the Open Reaction Database (ORD), a public repository of structured organic reaction records. describe an organic reaction: reactants, conditions, products, and yield Procedure details: A solution of 30 g of crude 1-[N-[2-(3-carbamoyl-4-hydroxy-phenoxy)-ethyl]-benzylamino]-3-[4-[2-(cyclopropylmethoxy)ethyl]-phenoxy]-2-propanol in 600 ml of methanol is hydrogenated, with the addition of 4 g of a Pd/C catalyst (5%), under normal conditions until 1 mol-equivalent of hydrogen has been absorbed. By the addition of dioxane and by heating, the product which has already crystallised out is taken into solution; the catalyst is filtered off and the filtrate is concentrated by evaporation... The reagents and catalysts are [Pd] (Pd/C). Yields the product C(N)(=O)C=1C=C(OCCNCC(COC2=CC=C(C=C2)CCOCC2CC2)O)C=CC1O (1-[2-(3-carbamoyl-4-hydroxy-phenoxy)-ethylamino]-3-[4-[2-(cyclopropylmethoxy)-ethyl]-phenoxy]-2-propanol). Reaction SMILES: [C:1]([C:4]1[CH:5]=[C:6]([CH:36]=[CH:37][C:38]=1[OH:39])[O:7][CH2:8][CH2:9][N:10](CC1C=CC=CC=1)[CH2:11][CH:12]([OH:28])[CH2:13][O:14][C:15]1[CH:20]=[CH:19][C:18]([CH2:21][CH2:22][O:23][CH2:24][CH:25]2[CH2:27][CH2:26]2)=[CH:17][CH:16]=1)(=[O:3])[NH2:2].[H][H]>CO.[Pd]>[C:1]([C:4]1[CH:5]=[C:6]([CH:36]=[CH:37][C:38]=1[OH:39])[O:7][CH2:8][CH2:9][NH:10][CH2:11][CH:12]([OH:28])[CH2:13][O:14][C:15]1[CH:20]=[CH:19][C:18]([CH2:21][CH2:22][O:23][CH2:24][CH:25]2[CH2:27][CH2:26]2)=[CH:17][CH:16]=1)(=[O:3])[NH2:2]. Run in CO (methanol). The reactants are C(N)(=O)C=1C=C(OCCN(CC(COC2=CC=C(C=C2)CCOCC2CC2)O)CC2=CC=CC=C2)C=CC1O (1-[N-[2-(3-carbamoyl-4-hydroxy-phenoxy)-ethyl]-benzylamino]-3-[4-[2-(cyclopropylmethoxy)ethyl]-phenoxy]-2-propanol), [H][H] (hydrogen).